Dataset: the Open Reaction Database (ORD), a public repository of structured organic reaction records. Task: describe an organic reaction: reactants, conditions, products, and yield The reactants are ClC1=C(C=CC=C1)C1=CN(C2=CC(=CC=C12)C(=O)O)C1=CC=C(C=C1)C (3-(2-chlorophenyl)-1-(4-methylphenyl)-1H-indole-6-carboxylic acid), hydrochloride salt, [O-][N+]1=CC(=CC=C1C(F)(F)F)[C@@H](C)N ((1R)-1-[1-oxido-6-(trifluoromethyl)pyridin-3-yl]ethanamine), CN(CCCN=C=NCC)C (1-(3-dimethylaminopropyl)-3-ethylcarbodiimide), ON1N=NC2=C1N=CC=C2 (1-hydroxy-7-azabenzotriazole), CN1CCOCC1 (N-methylmorpholine). The solvent is CN(C=O)C (N,N-dimethylformamide). Conditions: time 30 minute. Yields the product bistrifluoroacetate, ClC1=C(C=CC=C1)C1=CN(C2=CC(=CC=C12)C(=O)N[C@H](C)C=1C=[N+](C(=CC1)C(F)(F)F)[O-])C1=CC=C(C=C1)C (3-(2-Chlorophenyl)-1-(4-methylphenyl)-N-{(1R)-1-[1-oxido-6-(trifluoromethyl)pyridin-3-yl]ethyl}-1H-indole-6-carboxamide). Yield: 67.8%. As a reaction SMILES: [Cl:1][C:2]1[CH:7]=[CH:6][CH:5]=[CH:4][C:3]=1[C:8]1[C:16]2[C:11](=[CH:12][C:13]([C:17]([OH:19])=O)=[CH:14][CH:15]=2)[N:10]([C:20]2[CH:25]=[CH:24][C:23]([CH3:26])=[CH:22][CH:21]=2)[CH:9]=1.[O-:27][N+:28]1[C:33]([C:34]([F:37])([F:36])[F:35])=[CH:32][CH:31]=[C:30]([C@H:38]([NH2:40])[CH3:39])[CH:29]=1.CN(C)CCCN=C=NCC.ON1C2N=CC=CC=2N=N1.CN1CCOCC1>CN(C)C=O>[Cl:1][C:2]1[CH:7]=[CH:6][CH:5]=[CH:4][C:3]=1[C:8]1[C:16]2[C:11](=[CH:12][C:13]([C:17]([NH:40][C@@H:38]([C:30]3[CH:29]=[N+:28]([O-:27])[C:33]([C:34]([F:35])([F:36])[F:37])=[CH:32][CH:31]=3)[CH3:39])=[O:19])=[CH:14][CH:15]=2)[N:10]([C:20]2[CH:21]=[CH:22][C:23]([CH3:26])=[CH:24][CH:25]=2)[CH:9]=1. Procedure details: To a solution of 3-(2-chlorophenyl)-1-(4-methylphenyl)-1H-indole-6-carboxylic acid (9.5 mg, 26.0 μmol) in N,N-dimethylformamide (0.5 mL) were added hydrochloride salt of (1R)-1-[1-oxido-6-(trifluoromethyl)pyridin-3-yl]ethanamine (7.3 mg, 30.0 μmol), 1-(3-dimethylaminopropyl)-3-ethylcarbodiimide (12.5 mg, 65.0 μmol), 1-hydroxy-7-azabenzotriazole (2.2 mg, 16.0 μmol) and N-methylmorpholine (12.0 μL, 0.11 mmol). The mixture was stirred at ambient temperature for 30 min. Purification by reverse phase... Reaction SMILES: [CH3:32][C:33](=[O:34])[OH:35].[Cl-:29].[K:26][C:27]#[N:28].[NH4+:30].[O:1]=[C:2]1[CH2:3][CH2:4][N:5]([c:8]2[c:9]([F:25])[cH:10][c:11]([N:14]3[C:15](=[O:24])[O:16][CH:17]([CH2:19][NH:20][C:21]([CH3:22])=[O:23])[CH2:18]3)[cH:12][cH:13]2)[CH2:6][CH2:7]1.[OH2:31]>>[C:2]1([C:27]#[N:28])([NH2:30])[CH2:3][CH2:4][N:5]([c:8]2[c:9]([F:25])[cH:10][c:11]([N:14]3[C:15](=[O:24])[O:16][CH:17]([CH2:19][NH:20][C:21]([CH3:22])=[O:23])[CH2:18]3)[cH:12][cH:13]2)[CH2:6][CH2:7]1. Product: CC(=O)NCC1CN(c2ccc(N3CCC(N)(C#N)CC3)c(F)c2)C(=O)O1. The reactants are CC(=O)O, [Cl-], N#C[K], [NH4+], CC(=O)NCC1CN(c2ccc(N3CCC(=O)CC3)c(F)c2)C(=O)O1, O. Starting materials: C(N)(=N)C1=CC2=C(NC(=N2)C2=CC=C(C=N2)C(=O)OCC)C=C1 (ethyl 6-(5-amidino-1H-benzimidazol-2-yl)pyridine-3-carboxylate). Run in Cl (hydrochloric acid). Yields the product C(N)(=N)C1=CC2=C(NC(=N2)C2=CC=C(C=N2)C(=O)O)C=C1 (6-(5-amidino-1H-benzimidazol-2-yl)pyridine-3-carboxylic acid). Yield: 87.7%. Reaction SMILES: [C:1]([C:4]1[CH:23]=[CH:22][C:7]2[NH:8][C:9]([C:11]3[N:16]=[CH:15][C:14]([C:17]([O:19]CC)=[O:18])=[CH:13][CH:12]=3)=[N:10][C:6]=2[CH:5]=1)(=[NH:3])[NH2:2]>Cl>[C:1]([C:4]1[CH:23]=[CH:22][C:7]2[NH:8][C:9]([C:11]3[N:16]=[CH:15][C:14]([C:17]([OH:19])=[O:18])=[CH:13][CH:12]=3)=[N:10][C:6]=2[CH:5]=1)(=[NH:2])[NH2:3]. Procedure: A mixture comprising ethyl 6-(5-amidino-1H-benzimidazol-2-yl)pyridine-3-carboxylate (1.7 g, 5.7 mmol) and 3N hydrochloric acid (60 mL) was heated at reflux for 24 hours. The mixture was cooled, concentrated to one quarter volume and poured into stirring acetonitrile (200 mL) to give a precipitate. The precipitate was filtered and dried under vacuum to provide 6-(5-amidino-1H-benzimidazol-2-yl)pyridine-3-carboxylic acid (1.4 g, 5.0 mmol). 1H-NMR (300 Mhz, DMSO-d6): 7.7 (m, 2H), 8.2 (s, 1H), 8.5 (...